Dataset: the Open Reaction Database (ORD), a public repository of structured organic reaction records. Task: describe an organic reaction: reactants, conditions, products, and yield Reactants: C(=O)([O-])[O-].[K+].[K+] (K2CO3), C1(=CC=CC=C1)S (thiophenol), ClCC(C)=O (chloroacetone). Solvent: CN(C)C=O (DMF). Conditions: time 2 hour. Product: C1(=CC=CC=C1)SCC(C)=O (1-(phenylthio)propan-2-one). Isolated yield 92.6%. RXN SMILES: C([O-])([O-])=O.[K+].[K+].[C:7]1([SH:13])[CH:12]=[CH:11][CH:10]=[CH:9][CH:8]=1.Cl[CH2:15][C:16](=[O:18])[CH3:17]>CN(C=O)C>[C:7]1([S:13][CH2:15][C:16](=[O:18])[CH3:17])[CH:12]=[CH:11][CH:10]=[CH:9][CH:8]=1 |f:0.1.2|. Reported procedure: 13.8 g (100.0 mmol) of K2CO3 were added to a solution of 5.1 ml (50.0 mmol) of thiophenol and 4.22 ml (52.5 mmol) of chloroacetone in DMF (30 ml), and the mixture was stirred for 2 h at RT. Concentration in vacuo was then carried out. The residue was purified by means of CC (EA/hex 15:85), yielding 7.7 g (46.3 mmol, 93%) of 1-(phenylthio)propan-2-one. The reactants are C(C)(C)(C)OC([C@H]1N(C[C@@H](C1)N)C(=O)OC(C)(C)C)=O ((4R)-1-(tert-butyloxycarbonyl)-4-amino-L-proline tert-butyl ester), C(C)(C)(C)OC(=O)NC(SC)=NC(=O)OC(C)(C)C (N,N'-bis(tert-butyloxycarbonyl)-S-methyl-isothiourea), CN(C=O)C (N,N-dimethylformamide). The solvent is C(C)OCC (diethyl ether). The product is C(C)(C)(C)OC([C@H]1N(C[C@H](C1)N(C(=NC(=O)OC(C)(C)C)N)C(=O)OC(C)(C)C)C(=O)OC(C)(C)C)=O ((4S)-1-(tert-Butyloxycarbonyl)-4-[N,N'-Bis(tert-Butyl-oxycarbonyl)guanidino]-L-Proline tert-Butyl Ester). RXN SMILES: [C:1]([O:5][C:6](=[O:20])[C@@H:7]1[CH2:11][C@@H:10](N)[CH2:9][N:8]1[C:13]([O:15][C:16]([CH3:19])([CH3:18])[CH3:17])=[O:14])([CH3:4])([CH3:3])[CH3:2].[C:21]([O:25][C:26]([NH:28][C:29](=[N:32][C:33]([O:35][C:36]([CH3:39])([CH3:38])[CH3:37])=[O:34])SC)=[O:27])([CH3:24])([CH3:23])[CH3:22].C[N:41](C)C=O>C(OCC)C>[C:1]([O:5][C:6](=[O:20])[C@@H:7]1[CH2:11][C@H:10]([N:28]([C:26]([O:25][C:21]([CH3:24])([CH3:23])[CH3:22])=[O:27])[C:29]([NH2:41])=[N:32][C:33]([O:35][C:36]([CH3:39])([CH3:38])[CH3:37])=[O:34])[CH2:9][N:8]1[C:13]([O:15][C:16]([CH3:19])([CH3:18])[CH3:17])=[O:14])([CH3:4])([CH3:3])[CH3:2]. Procedure details: A solution of (4R)-1-(tert-butyloxycarbonyl)-4-amino-L-proline tert-butyl ester (134 mg, 0.468 mmol) and N,N'-bis(tert-butyloxycarbonyl)-S-methyl-isothiourea (150 mg, 0.515 mmol) in N,N-dimethylformamide (2 mL) was heated for 15 hours at 55° C. and 2 days at room temperature under a nitrogen atmosphere. The reaction mixture was diluted with diethyl ether, washed with water, dried (Na2SO4), and evaporated. The title compound was obtained pure by flash silica gel chromatography eluting with 10% et... The reactants are Formula 3, C(C)OC(=O)C=1C=C2CCCOC2=CC1 (6-chromanoic acid ethyl ester), Formula 3, COC(Cl)Cl (α,α-dichloromethyl methyl ether), ethynyl-methyl, C(C)OC(=O)C=1C=C2CCCOC2=CC1 (6-chromanoic acid ethyl ester). The solvent is C(Cl)Cl (methylene chloride). Yields the product C(C)OC(=O)C=1C=C2CCCOC2=C(C1)C=O (8-formyl-6-chromanoic acid ethyl ester), Formula 12. RXN SMILES: [CH2:1]([O:3][C:4]([C:6]1[CH:7]=[C:8]2[C:13](=[CH:14][CH:15]=1)[O:12][CH2:11][CH2:10][CH2:9]2)=[O:5])[CH3:2].[CH3:16][O:17]C(Cl)Cl>C(Cl)Cl>[CH2:1]([O:3][C:4]([C:6]1[CH:7]=[C:8]2[C:13](=[C:14]([CH:16]=[O:17])[CH:15]=1)[O:12][CH2:11][CH2:10][CH2:9]2)=[O:5])[CH3:2]. Procedure details: Compounds of the invention where the variable Y is an ethynyl-methyl (CH≡C—CH2—) group can, generally speaking, be synthesized in accordance with Reaction Scheme 12. The starting compound in accordance with this scheme is a 6-chromanoic acid ethyl ester derivative of Formula 3 which can be obtained as described above in connection with Reaction Scheme 1. The 6-chromanoic acid ethyl ester of Formula 3 is thereafter treated with α,α-dichloromethyl methyl ether in a suitable aprotic solvent such as...